describe an organic reaction: reactants, conditions, products, and yield From a dataset of the Open Reaction Database (ORD), a public repository of structured organic reaction records. The reactants are OCCS(=O)(=O)C=1C=C(C=C(C1OCCC)O)[C@@H]1O[C@H](CC1)C1=CC(=C(C(=C1)OC)OC)OC (trans-2-[3-(2-hydroxyethylsulfonyl)-4-n-propoxy-5-hydroxyphenyl]-5-(3,4,5-trimethoxyphenyl)tetrahydrofuran), CCCBr (n-propyl bromide), C([O-])([O-])=O.[K+].[K+] (potassium carbonate). Run in CN(C)C=O (DMF). Conditions: temperature 75 celsius. The product is OCCS(=O)(=O)C=1C=C(C=C(C1OCCC)OCCC)[C@@H]1O[C@H](CC1)C1=CC(=C(C(=C1)OC)OC)OC (trans-2-[3-(2-Hydroxyethylsulfonyl)-4,5-di-n-propoxy-phenyl]-5-(3,4,5-trimethoxyphenyl)tetrahydrofuran). RXN SMILES: [OH:1][CH2:2][CH2:3][S:4]([C:7]1[CH:8]=[C:9]([C@H:18]2[CH2:22][CH2:21][C@H:20]([C:23]3[CH:28]=[C:27]([O:29][CH3:30])[C:26]([O:31][CH3:32])=[C:25]([O:33][CH3:34])[CH:24]=3)[O:19]2)[CH:10]=[C:11]([OH:17])[C:12]=1[O:13][CH2:14][CH2:15][CH3:16])(=[O:6])=[O:5].[CH3:35][CH2:36][CH2:37]Br.C(=O)([O-])[O-].[K+].[K+]>CN(C=O)C>[OH:1][CH2:2][CH2:3][S:4]([C:7]1[CH:8]=[C:9]([C@H:18]2[CH2:22][CH2:21][C@H:20]([C:23]3[CH:24]=[C:25]([O:33][CH3:34])[C:26]([O:31][CH3:32])=[C:27]([O:29][CH3:30])[CH:28]=3)[O:19]2)[CH:10]=[C:11]([O:17][CH2:35][CH2:36][CH3:37])[C:12]=1[O:13][CH2:14][CH2:15][CH3:16])(=[O:5])=[O:6] |f:2.3.4|. Procedure: A mixture of trans-2-[3-(2-hydroxyethylsulfonyl)-4-n-propoxy-5-hydroxyphenyl]-5-(3,4,5-trimethoxyphenyl)tetrahydrofuran (366 mg, 0.74 mmol), n-propyl bromide (0.12 mL, 1.33 mmol) and potassium carbonate (255 mg, 1.85 mmol) in DMF (3 mL) was heated at 75° C. for 1 h. The reaction mixture was cooled and partitioned between ethyl ether and water, and the aqueous layer was re-extracted with ether (2×). The organic extracts were combined, dried, and evaporated to dryness. The residue was purified by ...